From a dataset of the Open Reaction Database (ORD), a public repository of structured organic reaction records. describe an organic reaction: reactants, conditions, products, and yield Starting materials: O=CC(=O)[NH-].[N+](=O)([O-])C=1NC2=CC=CC=C2C1 (Nitro indole 2-oxoacetyl amide). Reagents/catalysts: [Pd] (palladium on carbon). Solvent: CCO (EtOH). Product: O=CC(=O)[NH-].NC=1NC2=CC=CC=C2C1 (amino indole 2-oxoacetyl amide). Reaction SMILES: [O:1]=[CH:2][C:3]([NH-:5])=[O:4].[N+:6]([C:9]1[NH:10][C:11]2[C:16]([CH:17]=1)=[CH:15][CH:14]=[CH:13][CH:12]=2)([O-])=O>[Pd].CCO>[O:1]=[CH:2][C:3]([NH-:5])=[O:4].[NH2:6][C:9]1[NH:10][C:11]2[C:16]([CH:17]=1)=[CH:15][CH:14]=[CH:13][CH:12]=2 |f:0.1,4.5|. Procedure details: Reduction of nitro group to amine group used one of the following methods. Method A: Nitro indole 2-oxoacetyl amide and catalytic amount of palladium on carbon (Pd—C) was mixed in EtOH. The mixture was hydrogenated using Parr reactor under hydrogen pressure of 40-50 psi at room temperature for 24 hours. Then, solid was removed via filtration and filtrate was concentrated under vacuum to give crude amino indole 2-oxoacetyl amide which could be used as was or purified by silica gel chromatography....